Task: describe an organic reaction: reactants, conditions, products, and yield. Dataset: the Open Reaction Database (ORD), a public repository of structured organic reaction records The reactants are O=C([O-])O, CSc1ccc(-c2ccsc2-c2ccc([N+](=O)[O-])cc2)cc1, CC(=O)O, O=C1CCC(=O)N1Cl, [Na+]. RXN SMILES: [C:31](=[O:32])([OH:33])[O-:34].[CH3:1][S:2][c:3]1[cH:4][cH:5][c:6](-[c:9]2[c:10](-[c:14]3[cH:15][cH:16][c:17]([N+:20](=[O:21])[O-:22])[cH:18][cH:19]3)[s:11][cH:12][cH:13]2)[cH:7][cH:8]1.[CH3:36][C:37](=[O:38])[OH:39].[Cl:23][N:24]1[C:25](=[O:26])[CH2:27][CH2:28][C:29]1=[O:30].[Na+:35]>>[CH3:1][S:2][c:3]1[cH:4][cH:5][c:6](-[c:9]2[c:10](-[c:14]3[cH:15][cH:16][c:17]([N+:20](=[O:21])[O-:22])[cH:18][cH:19]3)[s:11][c:12]([Cl:23])[cH:13]2)[cH:7][cH:8]1. Product: CSc1ccc(-c2cc(Cl)sc2-c2ccc([N+](=O)[O-])cc2)cc1. Starting materials: O (water), [H-].[Na+] (sodium hydride), C1(=CC=CC=C1)CCCCOC1=CC=C(C=C1)CCI (2-(4-(4-phenylbutyloxy)phenyl)ethyl iodide), C(C)C(C(=O)OCC)C(=O)OCC (diethyl ethylmalonate). Run in CN(C=O)C (dimethylformamide). Run at time 8 hour. Yields the product C(C)C(C(=O)OCC)(C(=O)OCC)CCC1=CC=C(C=C1)OCCCCC1=CC=CC=C1 (Diethyl 2-ethyl-2-(2-(4-(4-phenylbutyloxy)phenyl)ethyl)malonate). The yield is 99.3%. As a reaction SMILES: [H-].[Na+].[CH2:3]([CH:5]([C:11]([O:13][CH2:14][CH3:15])=[O:12])[C:6]([O:8][CH2:9][CH3:10])=[O:7])[CH3:4].[C:16]1([CH2:22][CH2:23][CH2:24][CH2:25][O:26][C:27]2[CH:32]=[CH:31][C:30]([CH2:33][CH2:34]I)=[CH:29][CH:28]=2)[CH:21]=[CH:20][CH:19]=[CH:18][CH:17]=1.O>CN(C)C=O>[CH2:3]([C:5]([CH2:34][CH2:33][C:30]1[CH:31]=[CH:32][C:27]([O:26][CH2:25][CH2:24][CH2:23][CH2:22][C:16]2[CH:21]=[CH:20][CH:19]=[CH:18][CH:17]=2)=[CH:28][CH:29]=1)([C:11]([O:13][CH2:14][CH3:15])=[O:12])[C:6]([O:8][CH2:9][CH3:10])=[O:7])[CH3:4] |f:0.1|. Procedure details: To a suspension of sodium hydride (4.3 g) in dimethylformamide (212 ml) was added diethyl ethylmalonate (20 g) at 0° C. and the mixture was stirred at room temperature for an hour. To the solution, 2-(4-(4-phenylbutyloxy)phenyl)ethyl iodide (40 g) was dropwise added at 0° C., and the mixture was stirred for 20 minutes and allowed to stand at room temperature overnight. The reaction mixture was poured into water and extracted with ethyl acetate. The ethyl acetate layer was washed with water and a... The reactants are BrC1=C(C=C(C=C1)[N+](=O)[O-])NC(C)=O (N-(2-bromo-5-nitrophenyl)acetamide), [H-].[Na+] (NaH), BrCC(=C)C (3-bromo-2-methylpropene). The solvent is CN(C)C=O (DMF), CN(C)C=O (DMF). Run at temperature -78 celsius, time 8 hour. Product: BrC1=C(C=C(C=C1)[N+](=O)[O-])N(C(C)=O)CC(=C)C (N-(2-bromo-5-nitrophenyl)-N-(2-methylprop-2-enyl)acetamide). Reaction SMILES: [H-].[Na+].[Br:3][C:4]1[CH:9]=[CH:8][C:7]([N+:10]([O-:12])=[O:11])=[CH:6][C:5]=1[NH:13][C:14](=[O:16])[CH3:15].Br[CH2:18][C:19]([CH3:21])=[CH2:20]>CN(C=O)C>[Br:3][C:4]1[CH:9]=[CH:8][C:7]([N+:10]([O-:12])=[O:11])=[CH:6][C:5]=1[N:13]([CH2:20][C:19]([CH3:21])=[CH2:18])[C:14](=[O:16])[CH3:15] |f:0.1|. Reported procedure: A suspension of 2 g NaH (95% powder) in anhydrous DMF (100 mL) was cooled to −78° C., N-(2-bromo-5-nitrophenyl)acetamide (7 g, Step A) in dry DMF (50 mL) was added to the mixture under N2 atmosphere. After the mixture was warmed to 0° C., 3-bromo-2-methylpropene (7.3 g in 20 dry DMF) was added to the mixture. The mixture was stirred at RT overnight. Next morning, the mixture was poured into a container of ice and extracted between saturated NaHCO3 solution and EtOAc. The resulting organic layer ...